Task: describe an organic reaction: reactants, conditions, products, and yield. Dataset: the Open Reaction Database (ORD), a public repository of structured organic reaction records The reactants are 16(M-OC2NHCl3), C1(=NNCCCCCCCC1)C1=CCCCCCCCCC1 (Diazabicycloundecene), FC(C=1C=C2C=CN(C2=C(C1)C(C)O)COCC[Si](C)(C)C)(F)F ((±)-1-(5-(trifluoromethyl)-1-((2-(trimethylsilyl)ethoxy)methyl)-1H-indol-7-yl)ethanol), ClC(C#N)(Cl)Cl (Trichloroacetonitrile). The solvent is C(C)OCC (diethyl ether). Conditions: time 10 minute. The product is ClC(C(OC(C)C=1C=C(C=C2C=CN(C12)COCC[Si](C)(C)C)C(F)(F)F)=N)(Cl)Cl ((±)-1-(5-(Trifluoromethyl)-1-((2-(trimethylsilyl)ethoxy)methyl)-1H-indol-7-yl)ethyl 2,2,2-trichloroacetimidate). As a reaction SMILES: C1(C2CCCCCCCCCC=2)CCCCCCCCNN=1.[F:23][C:24]([F:46])([F:45])[C:25]1[CH:26]=[C:27]2[C:31](=[C:32]([CH:34]([OH:36])[CH3:35])[CH:33]=1)[N:30]([CH2:37][O:38][CH2:39][CH2:40][Si:41]([CH3:44])([CH3:43])[CH3:42])[CH:29]=[CH:28]2.[Cl:47][C:48]([Cl:52])([Cl:51])[C:49]#[N:50]>C(OCC)C>[Cl:47][C:48]([Cl:52])([Cl:51])[C:49](=[NH:50])[O:36][CH:34]([C:32]1[CH:33]=[C:25]([C:24]([F:23])([F:45])[F:46])[CH:26]=[C:27]2[C:31]=1[N:30]([CH2:37][O:38][CH2:39][CH2:40][Si:41]([CH3:42])([CH3:44])[CH3:43])[CH:29]=[CH:28]2)[CH3:35]. Procedure: Diazabicycloundecene (33.0 mg, 0.217 mmol) was added to a solution of (±)-1-(5-(trifluoromethyl)-1-((2-(trimethylsilyl)ethoxy)methyl)-1H-indol-7-yl)ethanol (390 mg, 1.09 mmol) in diethyl ether (10 ml) and stirred for 10 min. Trichloroacetonitrile (235 mg, 1.627 mmol) was then added and the reaction stirred 16 h at ambient temperature. The solvent was evaporated and the residue purified by chromatography on silica gel with a gradient of ethyl acetate/hexanes from 5% to 40% to give 290 mg (53%) as... Reactants: ClCCl, CC(=O)Cl, CCN(C(C)C)C(C)C, CC1CC(Nc2ccc(Cl)cc2)c2ccccc2N1C(=O)c1ccc2c(c1)OCCN2C. The product is CC(=O)N(c1ccc(Cl)cc1)C1CC(C)N(C(=O)c2ccc3c(c2)OCCN3C)c2ccccc21. As a reaction SMILES: [CH2:46]([Cl:47])[Cl:48].[CH3:42][C:43]([Cl:44])=[O:45].[CH:33]([N:34]([CH:35]([CH3:36])[CH3:37])[CH2:38][CH3:39])([CH3:40])[CH3:41].[Cl:1][c:2]1[cH:3][cH:4][c:5]([NH:8][CH:9]2[CH2:10][CH:11]([CH3:32])[N:12]([C:19](=[O:20])[c:21]3[cH:22][c:23]4[c:24]([cH:30][cH:31]3)[N:25]([CH3:29])[CH2:26][CH2:27][O:28]4)[c:13]3[cH:14][cH:15][cH:16][cH:17][c:18]32)[cH:6][cH:7]1>>[Cl:1][c:2]1[cH:3][cH:4][c:5]([N:8]([CH:9]2[CH2:10][CH:11]([CH3:32])[N:12]([C:19](=[O:20])[c:21]3[cH:22][c:23]4[c:24]([cH:30][cH:31]3)[N:25]([CH3:29])[CH2:26][CH2:27][O:28]4)[c:13]3[cH:14][cH:15][cH:16][cH:17][c:18]32)[C:43]([CH3:42])=[O:45])[cH:6][cH:7]1. The reactants are C(C1=CN=CC=C1)(=O)Cl (nicotinoyl chloride), Formula A2, [Cl-].[Cl-].[Cl-].[Al+3] (aluminum trichloride), N1C(=O)CCC2=CC=CC=C12 (3,4-dihydrocarbostyril). The product is N1=CC(=CC=C1)C(=O)C=1C=C2CCC(NC2=CC1)=O (6-(3-pyridylcarbonyl)-3,4-dihydrocarbostyril). As a reaction SMILES: [C:1](Cl)(=[O:8])[C:2]1[CH:7]=[CH:6][CH:5]=[N:4][CH:3]=1.[Cl-].[Cl-].[Cl-].[Al+3].[NH:14]1[C:24]2[C:19](=[CH:20][CH:21]=[CH:22][CH:23]=2)[CH2:18][CH2:17][C:15]1=[O:16]>>[N:4]1[CH:5]=[CH:6][CH:7]=[C:2]([C:1]([C:21]2[CH:20]=[C:19]3[C:24](=[CH:23][CH:22]=2)[NH:14][C:15](=[O:16])[CH2:17][CH2:18]3)=[O:8])[CH:3]=1 |f:1.2.3.4|. Reported procedure: A mixture of 1.42 g of nicotinoyl chloride (a compound of Formula A2), 6 g of aluminum trichloride and 1 g of 3,4-dihydrocarbostyril were reacted in the same manner as in Preparation 1. The product was isolated similarly giving 6-(3-pyridylcarbonyl)-3,4-dihydrocarbostyril, m.p. 195°-202° C. Starting materials: BrC=1C=CC2=C(OCCC3=C2SC(=C3)C3=NNC(N3C(C)C)=O)C1 (3-(8-bromo-4,5-dihydrobenzo[b]thieno[2,3-d]oxepin-2-yl)-4-isopropyl-1H-1,2,4-triazol-5(4H)-one), CC1(OB(OC1(C)C)C=1C=NNC1)C (4-(4,4,5,5-tetramethyl-1,3,2-dioxaborolan-2-yl)-1H-pyrazole). Product: N1N=CC(=C1)C=1C=CC2=C(OCCC3=C2SC(=C3)C3=NNC(N3C(C)C)=O)C1 (3-(8-(1H-pyrazol-4-yl)-4,5-dihydrobenzo[b]thieno[2,3-d]oxepin-2-yl)-4-isopropyl-1H-1,2,4-triazol-5(4H)-one). RXN SMILES: Br[C:2]1[CH:3]=[CH:4][C:5]2[C:11]3[S:12][C:13]([C:15]4[N:19]([CH:20]([CH3:22])[CH3:21])[C:18](=[O:23])[NH:17][N:16]=4)=[CH:14][C:10]=3[CH2:9][CH2:8][O:7][C:6]=2[CH:24]=1.CC1(C)C(C)(C)OB([C:33]2[CH:34]=[N:35][NH:36][CH:37]=2)O1>>[NH:35]1[CH:34]=[C:33]([C:2]2[CH:3]=[CH:4][C:5]3[C:11]4[S:12][C:13]([C:15]5[N:19]([CH:20]([CH3:21])[CH3:22])[C:18](=[O:23])[NH:17][N:16]=5)=[CH:14][C:10]=4[CH2:9][CH2:8][O:7][C:6]=3[CH:24]=2)[CH:37]=[N:36]1. Procedure details: Following the procedure of Example 44, 3-(8-bromo-4,5-dihydrobenzo[b]thieno[2,3-d]oxepin-2-yl)-4-isopropyl-1H-1,2,4-triazol-5(4H)-one and 4-(4,4,5,5-tetramethyl-1,3,2-dioxaborolan-2-yl)-1H-pyrazole were reacted to give 264. MS: (ESI+) 394.2 The reactants are CC12CCC3c4ccc(OCc5ccccc5)cc4CCC3C1CCC2OCCOC(=O)CCCc1ccc(N(CCCl)CCCl)cc1, C1COCCO1. The product is CC12CCC3c4ccc(O)cc4CCC3C1CCC2OCCOC(=O)CCCc1ccc(N(CCCl)CCCl)cc1. RXN SMILES: [CH2:1]([c:2]1[cH:3][cH:4][cH:5][cH:6][cH:7]1)[O:8][c:9]1[cH:10][c:11]2[c:24]([cH:25][cH:26]1)[CH:23]1[CH:14]([CH2:13][CH2:12]2)[CH:15]2[CH2:16][CH2:17][CH:18]([O:27][CH2:28][CH2:29][O:30][C:31]([CH2:32][CH2:33][CH2:34][c:35]3[cH:36][cH:37][c:38]([N:41]([CH2:42][CH2:43][Cl:44])[CH2:45][CH2:46][Cl:47])[cH:39][cH:40]3)=[O:48])[C:19]2([CH3:20])[CH2:21][CH2:22]1.[O:49]1[CH2:50][CH2:51][O:52][CH2:53][CH2:54]1>>[OH:8][c:9]1[cH:10][c:11]2[c:24]([cH:25][cH:26]1)[CH:23]1[CH:14]([CH2:13][CH2:12]2)[CH:15]2[CH2:16][CH2:17][CH:18]([O:27][CH2:28][CH2:29][O:30][C:31]([CH2:32][CH2:33][CH2:34][c:35]3[cH:36][cH:37][c:38]([N:41]([CH2:42][CH2:43][Cl:44])[CH2:45][CH2:46][Cl:47])[cH:39][cH:40]3)=[O:48])[C:19]2([CH3:20])[CH2:21][CH2:22]1. Reaction conditions: time 8 hour. As a reaction SMILES: [Cl:1][C:2]1[CH:28]=[CH:27][C:5]([CH2:6][N:7]2[C:15]3[C:10](=[CH:11][CH:12]=[CH:13][CH:14]=3)[CH:9]=[C:8]2[C:16]([N:18]2[CH2:23][CH2:22][CH:21]([C:24]([OH:26])=O)[CH2:20][CH2:19]2)=[O:17])=[CH:4][CH:3]=1.CCN=C=NCCCN(C)C.ON1C2C=CC=CC=2N=N1.CCN(C(C)C)C(C)C.[C:59]1([CH2:65][CH2:66][NH2:67])[CH:64]=[CH:63][CH:62]=[CH:61][CH:60]=1>C(Cl)Cl.O.C(OCC)(=O)C>[Cl:1][C:2]1[CH:28]=[CH:27][C:5]([CH2:6][N:7]2[C:15]3[C:10](=[CH:11][CH:12]=[CH:13][CH:14]=3)[CH:9]=[C:8]2[C:16]([N:18]2[CH2:23][CH2:22][CH:21]([C:24]([NH:67][CH2:66][CH2:65][C:59]3[CH:64]=[CH:63][CH:62]=[CH:61][CH:60]=3)=[O:26])[CH2:20][CH2:19]2)=[O:17])=[CH:4][CH:3]=1. Starting materials: ClC1=CC=C(CN2C(=CC3=CC=CC=C23)C(=O)N2CCC(CC2)C(=O)O)C=C1 (1-(1-(4-chlorobenzyl)-1H-indole-2-carbonyl)piperidine-4-carboxylic acid), CCN=C=NCCCN(C)C (EDCI), ON1N=NC2=C1C=CC=C2 (1-hydroxybenzotriazole), CCN(C(C)C)C(C)C (Hunig's Base), C1(=CC=CC=C1)CCN (2-phenylethanamine). Procedure details: 1-(1-(4-chlorobenzyl)-1H-indole-2-carbonyl)piperidine-4-carboxylic acid (100 mg, 0.252 mmol), EDCI (97 mg, 0.504 mmol), and 1-hydroxybenzotriazole (68.1 mg, 0.504 mmol) were dissolved in DCM (Volume: 3.0 ml). The reaction was stirred at room temperature for 10 minutes before Hunig's Base (0.088 ml, 0.504 mmol) and 2-phenylethanamine (0.063 ml, 0.504 mmol) were added. The reaction was allowed to stir overnight at room temperature. The reaction was diluted with water and ethyl acetate. The organic... Run in O (water), C(C)(=O)OCC (ethyl acetate), C(Cl)Cl (DCM). The product is ClC1=CC=C(CN2C(=CC3=CC=CC=C23)C(=O)N2CCC(CC2)C(=O)NCCC2=CC=CC=C2)C=C1 (1-(1-(4-chlorobenzyl)-1H-indole-2-carbonyl)-N-phenethylpiperidine-4-carboxamide).